From a dataset of the Open Reaction Database (ORD), a public repository of structured organic reaction records. describe an organic reaction: reactants, conditions, products, and yield Starting materials: Cc1cc(N)ccc1Oc1cccc(C(F)(F)F)c1, CCOC(C)=O, CC(C)O, CC(C)(C)OC(=O)NCCn1ccc2ncnc(Cl)c21. The product is Cc1cc(Nc2ncnc3ccn(CCNC(=O)OC(C)(C)C)c23)ccc1Oc1cccc(C(F)(F)F)c1. RXN SMILES: [CH3:21][c:22]1[cH:23][c:24]([NH2:25])[cH:26][cH:27][c:28]1[O:29][c:30]1[cH:31][c:32]([C:36]([F:37])([F:38])[F:39])[cH:33][cH:34][cH:35]1.[CH3:44][CH2:45][O:46][C:47](=[O:48])[CH3:49].[CH:40]([OH:41])([CH3:42])[CH3:43].[Cl:1][c:2]1[c:3]2[c:4]([n:5][cH:6][n:7]1)[cH:8][cH:9][n:10]2[CH2:11][CH2:12][NH:13][C:14]([O:15][C:16]([CH3:17])([CH3:18])[CH3:19])=[O:20]>>[c:2]1([NH:25][c:24]2[cH:23][c:22]([CH3:21])[c:28]([O:29][c:30]3[cH:31][c:32]([C:36]([F:37])([F:38])[F:39])[cH:33][cH:34][cH:35]3)[cH:27][cH:26]2)[c:3]2[c:4]([n:5][cH:6][n:7]1)[cH:8][cH:9][n:10]2[CH2:11][CH2:12][NH:13][C:14]([O:15][C:16]([CH3:17])([CH3:18])[CH3:19])=[O:20]. Starting materials: CN(C)c1ccncc1, COc1cc2nccc(Cl)c2cc1OC, Clc1ccccc1Cl, Cc1ccc(O)c(C=O)c1. Product: COc1cc2nccc(Oc3ccc(C)cc3C=O)c2cc1OC. As a reaction SMILES: [CH3:26][N:27]([CH3:28])[c:29]1[cH:30][cH:31][n:32][cH:33][cH:34]1.[Cl:1][c:2]1[cH:3][cH:4][n:5][c:6]2[cH:7][c:8]([O:14][CH3:15])[c:9]([O:12][CH3:13])[cH:10][c:11]12.[Cl:35][c:36]1[cH:37][cH:38][cH:39][cH:40][c:41]1[Cl:42].[OH:16][c:17]1[c:18]([CH:19]=[O:20])[cH:21][c:22]([CH3:25])[cH:23][cH:24]1>>[c:2]1([O:16][c:17]2[c:18]([CH:19]=[O:20])[cH:21][c:22]([CH3:25])[cH:23][cH:24]2)[cH:3][cH:4][n:5][c:6]2[cH:7][c:8]([O:14][CH3:15])[c:9]([O:12][CH3:13])[cH:10][c:11]12. The reactants are C1CCNCC1, CCO, CC(C)(O)C(=O)Nc1cc2c(cc1F)CC(=O)N2, Cc1c(C=O)[nH]c2c1C(=O)N(CC(O)CN1CCOCC1)CC2. RXN SMILES: [CH2:42]1[CH2:43][CH2:44][NH:45][CH2:46][CH2:47]1.[CH3:48][CH2:49][OH:50].[F:24][c:25]1[cH:26][c:27]2[c:31]([cH:32][c:33]1[NH:34][C:35]([C:36]([CH3:37])([CH3:38])[OH:39])=[O:40])[NH:30][C:29](=[O:41])[CH2:28]2.[OH:1][CH:2]([CH2:3][N:4]1[C:5](=[O:16])[c:6]2[c:7]([nH:10][c:11]([CH:14]=[O:15])[c:12]2[CH3:13])[CH2:8][CH2:9]1)[CH2:17][N:18]1[CH2:19][CH2:20][O:21][CH2:22][CH2:23]1>>[OH:1][CH:2]([CH2:3][N:4]1[C:5](=[O:16])[c:6]2[c:7]([nH:10][c:11]([CH:14]=[C:28]3[c:27]4[cH:26][c:25]([F:24])[c:33]([NH:34][C:35]([C:36]([CH3:37])([CH3:38])[OH:39])=[O:40])[cH:32][c:31]4[NH:30][C:29]3=[O:41])[c:12]2[CH3:13])[CH2:8][CH2:9]1)[CH2:17][N:18]1[CH2:19][CH2:20][O:21][CH2:22][CH2:23]1. Yields the product Cc1c(C=C2C(=O)Nc3cc(NC(=O)C(C)(C)O)c(F)cc32)[nH]c2c1C(=O)N(CC(O)CN1CCOCC1)CC2. The reactants are CCCN(CCC)c1ccc(Br)c2nc(Cl)n(C)c12, CCOC(C)=O, Cc1cc(C)c(N)c(C)c1. Product: CCCN(CCC)c1ccc(Br)c2nc(Nc3c(C)cc(C)cc3C)n(C)c12. As a reaction SMILES: [Br:1][c:2]1[cH:3][cH:4][c:5]([N:13]([CH2:14][CH2:15][CH3:16])[CH2:17][CH2:18][CH3:19])[c:6]2[n:7]([CH3:12])[c:8]([Cl:11])[n:9][c:10]12.[CH3:30][CH2:31][O:32][C:33](=[O:34])[CH3:35].[c:20]1([CH3:29])[c:21]([NH2:28])[c:22]([CH3:27])[cH:23][c:24]([CH3:26])[cH:25]1>>[Br:1][c:2]1[cH:3][cH:4][c:5]([N:13]([CH2:14][CH2:15][CH3:16])[CH2:17][CH2:18][CH3:19])[c:6]2[n:7]([CH3:12])[c:8]([NH:28][c:21]3[c:20]([CH3:29])[cH:25][c:24]([CH3:26])[cH:23][c:22]3[CH3:27])[n:9][c:10]12. Reactants: BrCCCCCC(=O)[O-] (6-bromohexanoate), CO (methanol). Run at temperature 25 celsius, time 18 hour. Product: BrCCCCCC(=O)OC (Methyl 6-bromohexanoate). Isolated yield 93.0%. RXN SMILES: [Br:1][CH2:2][CH2:3][CH2:4][CH2:5][CH2:6][C:7]([O-:9])=[O:8].[CH3:10]O>>[Br:1][CH2:2][CH2:3][CH2:4][CH2:5][CH2:6][C:7]([O:9][CH3:10])=[O:8]. Reported procedure: To a 2 liter round bottom flask, charge with 99.7 g (0.511 mol) of 6-bromohexanoate (Aldrich Chemical Co., Milwaukee, Wis.) and 1 liter of methanol, was bubbled hydrogen chloride gas for 1-2 minutes. The mixture was stirred at 20-30° C. for 18 h and then concentrated via rotary evaporation. The residue was diluted with 500 mL of diethyl ether and washed with 150 mL of de-ionized water, 200 mL of saturated sodium bicarbonate, and then once again with 200 mL of de-ionized water. The organic phase ...